describe an organic reaction: reactants, conditions, products, and yield From a dataset of the Open Reaction Database (ORD), a public repository of structured organic reaction records. The reactants are CN(C1=C(CSC=2NC3=C(N2)C=CC=C3)C=CC=C1)C (2-(2-Dimethylaminobenzylthio)benzimidazole), C(=O)(O)[O-].[Na+] (NaHCO3), ClC1=CC(=CC=C1)C(=O)OO (m-chloroperbenzoic acid). The solvent is C(Cl)(Cl)Cl (chloroform), CO (methanol). Run at temperature 0 celsius. Yields the product CN(C1=C(CS(=O)C=2NC3=C(N2)C=CC=C3)C=CC=C1)C (2-(2-dimethylaminobenzylsulfinyl)benzimidazole). Isolated yield 58.6%. As a reaction SMILES: [CH3:1][N:2]([CH3:20])[C:3]1[CH:19]=[CH:18][CH:17]=[CH:16][C:4]=1[CH2:5][S:6][C:7]1[NH:8][C:9]2[CH:15]=[CH:14][CH:13]=[CH:12][C:10]=2[N:11]=1.ClC1C=CC=C(C(OO)=[O:29])C=1.C([O-])(O)=O.[Na+]>C(Cl)(Cl)Cl.CO>[CH3:1][N:2]([CH3:20])[C:3]1[CH:19]=[CH:18][CH:17]=[CH:16][C:4]=1[CH2:5][S:6]([C:7]1[NH:11][C:10]2[CH:12]=[CH:13][CH:14]=[CH:15][C:9]=2[N:8]=1)=[O:29] |f:2.3|. Reported procedure: 2-(2-Dimethylaminobenzylthio)benzimidazole (4.8 g) was dissolved in a mixture of 40 ml of chloroform and 5 ml of methanol. After the solution was chilled to 0° C., 3.86 g of m-chloroperbenzoic acid (purity: 70%) was added portionwise. Ten minutes later, a saturated aqueous NaHCO3 solution was added to the reaction mixture, and the resulting mixture was extracted with chloroform. The chloroform solution was washed with saturated brine and then dried over anhydrous sodium sulfate. The chloroform w...